From a dataset of the Open Reaction Database (ORD), a public repository of structured organic reaction records. describe an organic reaction: reactants, conditions, products, and yield Reactants: CN(C)C=O, Cc1csc(N2CC(COS(C)(=O)=O)OC2=O)c1, [H-], [Na+], O, c1c[nH]cn1. The product is Cc1csc(N2CC(Cn3ccnc3)OC2=O)c1. RXN SMILES: [CH3:26][N:27]([CH3:28])[CH:29]=[O:30].[CH3:8][c:9]1[cH:10][c:11]([N:14]2[C:15](=[O:25])[O:16][CH:17]([CH2:19][O:20][S:21]([CH3:22])(=[O:23])=[O:24])[CH2:18]2)[s:12][cH:13]1.[H-:1].[Na+:2].[OH2:31].[nH:3]1[cH:4][n:5][cH:6][cH:7]1>>[n:3]1([CH2:19][CH:17]2[O:16][C:15](=[O:25])[N:14]([c:11]3[cH:10][c:9]([CH3:8])[cH:13][s:12]3)[CH2:18]2)[cH:4][n:5][cH:6][cH:7]1. Reactants: FC1=C(C=C(C=C1)C1=CC=CC=C1)[N+](=O)[O-] (4-fluoro-3-nitrobiphenyl), C(CC(=O)OC)(=O)OC (Dimethyl malonate), [H-].[Na+] (sodium hydride). The solvent is CS(=O)C (dimethylsulfoxide), CS(=O)C (dimethylsulfoxide), CS(=O)C (dimethylsulfoxide). Reaction conditions: temperature 100 celsius. The product is COC(C(C(=O)OC)C1=C(C=C(C=C1)C1=CC=CC=C1)[N+](=O)[O-])=O (dimethyl-3-nitrobiphenyl-4-malonate). RXN SMILES: [C:1]([O:8][CH3:9])(=[O:7])[CH2:2][C:3]([O:5][CH3:6])=[O:4].[H-].[Na+].F[C:13]1[CH:18]=[CH:17][C:16]([C:19]2[CH:24]=[CH:23][CH:22]=[CH:21][CH:20]=2)=[CH:15][C:14]=1[N+:25]([O-:27])=[O:26]>CS(C)=O>[CH3:6][O:5][C:3](=[O:4])[CH:2]([C:13]1[CH:18]=[CH:17][C:16]([C:19]2[CH:24]=[CH:23][CH:22]=[CH:21][CH:20]=2)=[CH:15][C:14]=1[N+:25]([O-:27])=[O:26])[C:1]([O:8][CH3:9])=[O:7] |f:1.2|. Procedure details: Dimethyl malonate (10 mL) in 25 mL of dimethylsulfoxide was added dropwise to 3.5 g sodium hydride suspended in 25 mL dimethylsulfoxide and the mixture heated at 100° C. for 10 minutes. The mixture was cooled to room temperature and 4.7 g of 4-fluoro-3-nitrobiphenyl in 25 mL dimethylsulfoxide was added. The mixture was heated at 100° C. for 2 hours, cooled and quenched with 300 mL of saturated ammonium chloride solution. The mixture was extracted three times with ethyl acetate and the combined o...